describe an organic reaction: reactants, conditions, products, and yield From a dataset of the Open Reaction Database (ORD), a public repository of structured organic reaction records. Reactants: CS(=O)(=O)OCC1COCC=C1c1cccc(Br)c1, CC#N, CC(C)O, NC(N)=S. Yields the product N=C(N)SCC1COCC=C1c1cccc(Br)c1, CS(=O)(=O)O. As a reaction SMILES: [CH3:1][S:2](=[O:3])(=[O:4])[O:5][CH2:6][CH:7]1[CH2:8][O:9][CH2:10][CH:11]=[C:12]1[c:13]1[cH:14][c:15]([Br:19])[cH:16][cH:17][cH:18]1.[CH3:24][C:25]#[N:26].[CH:27]([OH:28])([CH3:29])[CH3:30].[NH2:20][C:21]([NH2:22])=[S:23]>>[CH2:6]([CH:7]1[CH2:8][O:9][CH2:10][CH:11]=[C:12]1[c:13]1[cH:14][c:15]([Br:19])[cH:16][cH:17][cH:18]1)[S:23][C:21](=[NH:20])[NH2:22].[CH3:1][S:2](=[O:3])(=[O:4])[OH:5].